Dataset: the Open Reaction Database (ORD), a public repository of structured organic reaction records. Task: describe an organic reaction: reactants, conditions, products, and yield Isolated yield 87.2%. Procedure details: Following a procedure analogous to that for the synthesis of Intermediate 137, 3-tert-butylaniline (500 mg, 3.35 mmol) and butyraldehyde (300 μL, 3.35 mmol) were converted to the title compound (600 mg, 80%). 1H NMR (CDCl3) δ 7.15 (t, J=7.8 Hz, 1H), 6.79-6.74 (m, 1H), 6.66 (t, J=2.1 Hz, 1H), 6.47 (ddd, J=8.0, 2.3, 0.7 Hz, 1H), 3.61 (br s, 1H), 3.14 (t, J=7.0 Hz, 2H), 1.69-1.55 (m, 2H), 1.53-1.42 (m, 2H), 1.32 (s, 9H), 0.99 (t, J=7.3 Hz, 3H). Reaction SMILES: [C:1]([C:5]1[CH:6]=[C:7]([CH:9]=[CH:10][CH:11]=1)[NH2:8])([CH3:4])([CH3:3])[CH3:2].[CH:12](=O)[CH2:13][CH2:14][CH3:15]>>[C:1]([C:5]1[CH:6]=[C:7]([CH:9]=[CH:10][CH:11]=1)[NH:8][CH2:12][CH2:13][CH2:14][CH3:15])([CH3:4])([CH3:2])[CH3:3]. Yields the product C(C)(C)(C)C=1C=C(NCCCC)C=CC1 (3-tert-Butyl-N-butylaniline). Starting materials: Intermediate 137, C(C)(C)(C)C=1C=C(N)C=CC1 (3-tert-butylaniline), C(CCC)=O (butyraldehyde). The reactants are FC(C1=CC=C(C=C1)NC(C(C(=O)C)=COCC)=O)(F)F (N-[4-(Trifluoromethyl)phenyl]-2-(ethoxymethylene)acetoacetamide), O.NN (hydrazine hydrate). Solvent: C(C)O (ethanol). The product is CC1=NNC=C1C(=O)NC1=CC=C(C=C1)C(F)(F)F (3-methyl-4-[4-(trifluoromethyl)phenylaminocarbonyl]pyrazole). Yield: 33.6%. RXN SMILES: [F:1][C:2]([F:21])([F:20])[C:3]1[CH:8]=[CH:7][C:6]([NH:9][C:10](=[O:19])[C:11](=[CH:15]OCC)[C:12]([CH3:14])=O)=[CH:5][CH:4]=1.O.[NH2:23][NH2:24]>C(O)C>[CH3:14][C:12]1[C:11]([C:10]([NH:9][C:6]2[CH:7]=[CH:8][C:3]([C:2]([F:21])([F:20])[F:1])=[CH:4][CH:5]=2)=[O:19])=[CH:15][NH:24][N:23]=1 |f:1.2|. Procedure details: N-[4-(Trifluoromethyl)phenyl]-2-(ethoxymethylene)acetoacetamide (1 g) in 3 mL of ethanol is stirred overnight with 0.3 g of hydrazine hydrate. The precipitate is collected by vacuum filtration, washed with ethanol:water 2:1 and dried to give 0.3 g of 3-methyl-4-[4-(trifluoromethyl)phenylaminocarbonyl]pyrazole as an off-white solid. Reactants: CC(=O)O[BH-](OC(C)=O)OC(C)=O, COc1cc(N2CCC(=O)CC2)ccc1[N+](=O)[O-], NC1CC1, [Na+]. Yields the product COc1cc(N2CCC(NC3CC3)CC2)ccc1[N+](=O)[O-]. RXN SMILES: [C:23]([O:24][BH-:25]([O:26][C:27](=[O:28])[CH3:29])[O:30][C:31](=[O:32])[CH3:33])(=[O:34])[CH3:35].[CH3:1][O:2][c:3]1[cH:4][c:5]([N:12]2[CH2:13][CH2:14][C:15](=[O:18])[CH2:16][CH2:17]2)[cH:6][cH:7][c:8]1[N+:9](=[O:10])[O-:11].[CH:19]1([NH2:22])[CH2:20][CH2:21]1.[Na+:36]>>[CH3:1][O:2][c:3]1[cH:4][c:5]([N:12]2[CH2:13][CH2:14][CH:15]([NH:22][CH:19]3[CH2:20][CH2:21]3)[CH2:16][CH2:17]2)[cH:6][cH:7][c:8]1[N+:9](=[O:10])[O-:11].